From a dataset of the Open Reaction Database (ORD), a public repository of structured organic reaction records. describe an organic reaction: reactants, conditions, products, and yield The reactants are Cl.N[C@H]1[C@@H](C1)C1=CC=C(C=C1)NC(C1=CC(=CC=C1)Br)=O (N-[4-(trans-2-aminocyclopropyl)phenyl]-3-bromobenzamide hydrochloride), octylaldehyde, C(O)([O-])=O.[Na+] (sodium hydrogen carbonate), [BH4-].[Na+] (sodium borohydride), O (water). Run in CO (methanol). Reaction conditions: temperature 70 celsius, time 1 hour. The product is BrC=1C=C(C(=O)NC2=CC=C(C=C2)[C@H]2[C@@H](C2)NCCCCCCCC)C=CC1 (3-bromo-N-{4-[trans-2-(octylamino)cyclopropyl]phenyl}benzamide). Yield: 100.1%. As a reaction SMILES: Cl.[NH2:2][C@@H:3]1[CH2:5][C@H:4]1[C:6]1[CH:11]=[CH:10][C:9]([NH:12][C:13](=[O:21])[C:14]2[CH:19]=[CH:18][CH:17]=[C:16]([Br:20])[CH:15]=2)=[CH:8][CH:7]=1.C(=O)([O-])O.[Na+].[BH4-].[Na+].O>CO>[Br:20][C:16]1[CH:15]=[C:14]([CH:19]=[CH:18][CH:17]=1)[C:13]([NH:12][C:9]1[CH:10]=[CH:11][C:6]([C@@H:4]2[CH2:5][C@H:3]2[NH:2][CH2:5][CH2:3][CH2:4][CH2:6][CH2:7][CH2:8][CH2:9][CH3:10])=[CH:7][CH:8]=1)=[O:21] |f:0.1,2.3,4.5|. Procedure: To a solution of N-[4-(trans-2-aminocyclopropyl)phenyl]-3-bromobenzamide hydrochloride (80 mg) in methanol (2 mL) were added octylaldehyde (34 μL) and sodium hydrogen carbonate (27.4 mg). The reaction mixture was stirred at 70° C. for 1 hr, and ice-cooled to 0° C. and sodium borohydride (12.4 mg) was added. The mixture was stirred for 1 hr and water was added. The mixture was extracted with ethyl acetate, and the extract was washed with saturated brine and dried over anhydrous sodium sulfate. Th... Reactants: FC(C(=C)C1=CC=NC=C1)(F)F (4-[1-(trifluoromethyl)ethenyl]pyridine), [H][H] (hydrogen). Reagents/catalysts: [Pd] (Pd/C). The solvent is C(C)(=O)OCC (ethyl acetate). Product: FC(C(C)C1=CC=NC=C1)(F)F (4-(2,2,2-trifluoro-1-methyl-ethyl)pyridine). Isolated yield 85.7%. Reaction SMILES: [F:1][C:2]([F:12])([F:11])[C:3]([C:5]1[CH:10]=[CH:9][N:8]=[CH:7][CH:6]=1)=[CH2:4].[H][H]>[Pd].C(OCC)(=O)C>[F:12][C:2]([F:1])([F:11])[CH:3]([C:5]1[CH:10]=[CH:9][N:8]=[CH:7][CH:6]=1)[CH3:4]. Reported procedure: To 20 ml of ethyl acetate were added 1.5 g of 4-[1-(trifluoromethyl)ethenyl]pyridine and 0.15 g of 10% Pd/C, and the mixture was stirred under the hydrogen atmosphere for 7 hours. The mixture was filtered, the filtrate was concentrated, and the residue was subjected to silica gel column chromatography to obtain 1.3 g of 4-(2,2,2-trifluoro-1-methyl-ethyl)pyridine. As a reaction SMILES: C(N1CCC(=O)C(C2C=CC=CC=2)C1)CCC.[CH2:18]([N:20]1[CH2:25][CH2:24][C:23](=[O:26])[CH:22]([C:27]2[CH:32]=[CH:31][CH:30]=[C:29]([O:33][CH2:34]CCCC)[CH:28]=2)[CH2:21]1)C.C(N1CC[C@H](O)[C@H](C2C=CC=C(OCCCCC)C=2)C1)C.C(N1CC[C@@H](O)[C@H](C2C=CC=C(OCCCCC)C=2)C1)C>>[CH3:18][N:20]1[CH2:25][CH2:24][CH:23]([OH:26])[CH:22]([C:27]2[CH:32]=[CH:31][CH:30]=[C:29]([O:33][CH3:34])[CH:28]=2)[CH2:21]1. Procedure details: In a similar manner but replacing 1-methyl-3-(3-methoxylphenyl)-4-piperidone with 1-butyl-3-phenyl-4-piperidone or 1-ethyl-3-(3-pentyloxyphenyl)-4-piperidinone, cis-1-butyl-3-phenyl-4-piperidone, trans-1-butyl-3-phenyl-4-piperidone, cis-1-ethyl-3-(3-pentyloxyphenyl)-4-piperidinol and trans-1-ethyl-3-(3-pentyloxyphenyl)-4-piperidinol are obtained. The reactants are C(CCC)N1CC(C(CC1)=O)C1=CC=CC=C1 (1-butyl-3-phenyl-4-piperidone), trans-1-butyl-3-phenyl-4-piperidone, C(C)N1C[C@H]([C@H](CC1)O)C1=CC(=CC=C1)OCCCCC (cis-1-ethyl-3-(3-pentyloxyphenyl)-4-piperidinol), C(C)N1CC(C(CC1)=O)C1=CC(=CC=C1)OCCCCC (1-ethyl-3-(3-pentyloxyphenyl)-4-piperidinone), cis-1-butyl-3-phenyl-4-piperidone, C(C)N1C[C@H]([C@@H](CC1)O)C1=CC(=CC=C1)OCCCCC (trans-1-ethyl-3-(3-pentyloxyphenyl)-4-piperidinol). Yields the product CN1CC(C(CC1)O)C1=CC(=CC=C1)OC (1-Methyl-3-(3-methoxyphenyl)-4-piperidinol). The product is N1(N=CC=C1)C1=CC=C(C=C1)S(=O)(=O)O (4-(1H-pyrazole-1-yl)benzenesulfonic acid). Procedure: A solution was prepared by adding 1-phenylpyrazole (1.3 ml, 9.8 mmol) to concentrated sulfuric acid (2 ml). To this solution, fuming sulfuric acid (5 ml, 30% SO3) was added gradually over at least 5 minutes at 0° C. The resultant mixture was heated to 35° C., and this temperature was kept for 1 hour. This mixture then was cooled to 0° C. by pouring it over crushed ice, thereby causing sulfate to precipitate. This sulfate was collected by filtration and then vacuum-dried. Thus, a desired compound... Run at temperature 0 celsius, time 1 hour. Reaction SMILES: [C:1]1([N:7]2[CH:11]=[CH:10][CH:9]=[N:8]2)[CH:6]=[CH:5][CH:4]=[CH:3][CH:2]=1.[S:12](=O)(=[O:15])([OH:14])[OH:13]>>[N:7]1([C:1]2[CH:2]=[CH:3][C:4]([S:12]([OH:15])(=[O:14])=[O:13])=[CH:5][CH:6]=2)[CH:11]=[CH:10][CH:9]=[N:8]1. Starting materials: resultant mixture, C1(=CC=CC=C1)N1N=CC=C1 (1-phenylpyrazole), S(O)(O)(=O)=O (sulfuric acid), S(O)(O)(=O)=O (sulfuric acid). Starting materials: C=O (paraformaldehyde), aqueous solution, C(C=C)(=O)N (acrylamide), [OH-].[Na+] (NaOH), C(O)NC(C=C)=O (N-methylolacrylamide), CNC (dimethylamine). Conditions: temperature 65 celsius, time 24 hour. The product is CN(C)CNC(C=C)=O (N-(dimethylaminomethyl)acrylamide). As a reaction SMILES: C=O.C(N)(=O)C=C.[OH-].[Na+].[CH2:10]([NH:12][C:13](=[O:16])[CH:14]=[CH2:15])O.[CH3:17][NH:18][CH3:19]>>[CH3:17][N:18]([CH2:10][NH:12][C:13](=[O:16])[CH:14]=[CH2:15])[CH3:19] |f:2.3|. Reported procedure: Into a reaction vessel as employed in Example 1 is added 13.3 parts of paraformaldehyde and 62.9 parts of a 48.1% aqueous solution of acrylamide. The pH is adjusted with aqueous NaOH to 11.5 and the homogeneous mixture allowed to stand 24 hours at room temperature. The product, >90 mole percent converted N-methylolacrylamide, is acidified to a pH of 2 and to it is added 57.5 parts of a 40% dimethylamine aqueous solution acidified to a pH of 2. The resulting solution is heated 3 hours at 65° C. a... Reactants: C1CCOC1, COC(=O)c1sc(-c2ccccc2)cc1N=NN(C)C, [NH4+], [OH-], O. Product: CN(C)N=Nc1cc(-c2ccccc2)sc1C(N)=O. RXN SMILES: [CH2:24]1[O:25][CH2:26][CH2:27][CH2:28]1.[CH3:3][N:4]([CH3:5])[N:6]=[N:7][c:8]1[c:9]([C:19]([O:21][CH3:20])=[O:22])[s:10][c:11](-[c:13]2[cH:14][cH:15][cH:16][cH:17][cH:18]2)[cH:12]1.[NH4+:1].[OH-:2].[OH2:23]>>[NH2:1][C:19]([c:9]1[c:8]([N:7]=[N:6][N:4]([CH3:3])[CH3:5])[cH:12][c:11](-[c:13]2[cH:14][cH:15][cH:16][cH:17][cH:18]2)[s:10]1)=[O:21].